From a dataset of the Open Reaction Database (ORD), a public repository of structured organic reaction records. describe an organic reaction: reactants, conditions, products, and yield The reactants are ClC=1C=C(C(=O)O)C=CC1OC(F)F (3-Chloro-4-[(difluoromethyl)oxy]benzoic acid), C(C(=O)Cl)(=O)Cl (oxalyl chloride), CN(C=O)C (N,N-dimethylformamide). Run in ClCCl (dichloromethane). Product: ClC=1C=C(C(=O)Cl)C=CC1OC(F)F (3-Chloro-4-[(difluoromethyl)oxy]benzoyl chloride). Isolated yield 125.3%. Reaction SMILES: [Cl:1][C:2]1[CH:3]=[C:4]([CH:8]=[CH:9][C:10]=1[O:11][CH:12]([F:14])[F:13])[C:5](O)=[O:6].C(Cl)(=O)C([Cl:18])=O.CN(C)C=O>ClCCl>[Cl:1][C:2]1[CH:3]=[C:4]([CH:8]=[CH:9][C:10]=1[O:11][CH:12]([F:14])[F:13])[C:5]([Cl:18])=[O:6]. Procedure: 3-Chloro-4-[(difluoromethyl)oxy]benzoic acid (D17; 0.28 g, 1.258 mmol) was stirred at room temperature with oxalyl chloride (0.220 mL, 2.52 mmol) and N,N-dimethylformamide (DMF) (0.05 ml) in dry dichloromethane (DCM) (5 ml) under nitrogen for 16 h. The solvent was evaporated in vacuo to give a yellow semi-solid (380 mg) which was used crude in the subsequent reaction D47. Reactants: FC=1C(=NC=CC1)N1CCNCC1 (1-(3-fluoro-2-pyridyl)piperazine), C(#N)C1=C(OCC2CO2)C=CC=C1 (2-cyanophenoxy-2,3-epoxypropane). Run in C(C)(C)O (isopropanol), CCCCCC (hexane). Conditions: temperature 70 celsius, time 2 hour. Yields the product C(#N)C1=C(OCC(CN2CCN(CC2)C2=NC=CC=C2F)O)C=CC=C1 (1-[3-(2-cyanophenoxy)-2-hydroxypropyl]-4-(3-fluoro-2-pyridyl)piperazine). Isolated yield 74.1%. RXN SMILES: [F:1][C:2]1[C:3]([N:8]2[CH2:13][CH2:12][NH:11][CH2:10][CH2:9]2)=[N:4][CH:5]=[CH:6][CH:7]=1.[C:14]([C:16]1[CH:26]=[CH:25][CH:24]=[CH:23][C:17]=1[O:18][CH2:19][CH:20]1[O:22][CH2:21]1)#[N:15]>C(O)(C)C.CCCCCC>[C:14]([C:16]1[CH:26]=[CH:25][CH:24]=[CH:23][C:17]=1[O:18][CH2:19][CH:20]([OH:22])[CH2:21][N:11]1[CH2:10][CH2:9][N:8]([C:3]2[C:2]([F:1])=[CH:7][CH:6]=[CH:5][N:4]=2)[CH2:13][CH2:12]1)#[N:15]. Procedure: To a solution of 1-(3-fluoro-2-pyridyl)piperazine (453 mg, 2.5 mmol) in 5 ml of isopropanol stirred at 70° C. under nitrogen was added portionwise 2-cyanophenoxy-2,3-epoxypropane (438 mg, 2.5 mmol) and the mixture stirred for 21/2 hours at 70° C. The solvent was removed in vacuo at room temperature and the residual oil was chromatographed on silica gel eluting with 5% methanol-chloroform. The product was obtained as a colorless oil which slowly solidified upon trituration in hexane to yield 0.66... Solvent: C1(=CC=CC=C1)C (toluene). The yield is 74.3%. Reported procedure: 17.5 g (0.1 mol) 2-chlorobenzoyl chloride, 11.65 g (0.13 mol) copper (I) cyanide, and 8 mL of acetonitrile in 15 mL of toluene was refluxed for 3 hours, and then cooled to room temperature. Insoluble material was filtered and the residue was washed with toluene. The solvent in the resulting filtrate was evaporated under reduced pressure, and the residue was distilled to yield 12.3 g of 2-chlorophenyloxoacetonitrile (yield=75%). Reaction SMILES: [Cl:1][C:2]1[CH:10]=[CH:9][CH:8]=[CH:7][C:3]=1[C:4](Cl)=[O:5].[Cu][C:12]#[N:13].C(#N)C>C1(C)C=CC=CC=1>[Cl:1][C:2]1[CH:10]=[CH:9][CH:8]=[CH:7][C:3]=1[C:4](=[O:5])[C:12]#[N:13]. Yields the product ClC1=C(C=CC=C1)C(C#N)=O (2-chlorophenyloxoacetonitrile). Starting materials: ClC1=C(C(=O)Cl)C=CC=C1 (2-chlorobenzoyl chloride), [Cu]C#N (copper (I) cyanide), C(C)#N (acetonitrile). Starting materials: COC(C1=C(C=C(C(=C1)C(C)=O)C(F)(F)F)NC(C)=O)=O (5-acetyl-2-acetylamino-4-trifluoromethyl-benzoic acid methyl ester), COC(N(C)C)OC (N,N dimethyl formamide dimethyl acetal). Run in CCOC(=O)C (AcOEt). Reaction conditions: temperature 90 celsius, time 4 hour. The product is COC(C1=C(C=C(C(=C1)C(\C=C\N(C)C)=O)C(F)(F)F)NC(C)=O)=O (2-Acetylamino-5-((E)-3-dimethylamino-acryloyl)-4-trifluoromethyl-benzoic acid methyl ester). RXN SMILES: [CH3:1][O:2][C:3](=[O:21])[C:4]1[CH:9]=[C:8]([C:10](=[O:12])[CH3:11])[C:7]([C:13]([F:16])([F:15])[F:14])=[CH:6][C:5]=1[NH:17][C:18](=[O:20])[CH3:19].CO[CH:24](OC)[N:25]([CH3:27])[CH3:26]>CCOC(C)=O>[CH3:1][O:2][C:3](=[O:21])[C:4]1[CH:9]=[C:8]([C:10](=[O:12])/[CH:11]=[CH:24]/[N:25]([CH3:27])[CH3:26])[C:7]([C:13]([F:16])([F:15])[F:14])=[CH:6][C:5]=1[NH:17][C:18](=[O:20])[CH3:19]. Procedure: A mixture of 5-acetyl-2-acetylamino-4-trifluoromethyl-benzoic acid methyl ester (2.46 g, 8.1 mmol) and N,N dimethyl formamide dimethyl acetal (1.1 mL, 8.1 mmol) was stirred at 90° C. for 4 h. The mixture was diluted with AcOEt. The organic phase was washed with water, dried (Na2SO4) and concentrated in vacuo to afford a yellow paste. The crude product was purified by flash chromatography (silica gel, EtOAc/hexanes (50:50 to 100:0)) to provide the title compound as a beige paste (1.12 g, 39%). ES...